From a dataset of the Open Reaction Database (ORD), a public repository of structured organic reaction records. describe an organic reaction: reactants, conditions, products, and yield The reactants are ClC=1C=CC(=C(N)C1)C (5-chloro-2-methylaniline), BrCCCO (3-bromo-1-propanol), crude material. Run in ClCCl (dichloromethane). Conditions: temperature 100 celsius. Product: ClC=1C=CC(=C(C1)NCCCO)C (1-(5-Chloro-2-methyl-phenyl)amino-3-hydroxy-propane). Isolated yield 98.1%. Reaction SMILES: [Cl:1][C:2]1[CH:3]=[CH:4][C:5]([CH3:9])=[C:6]([CH:8]=1)[NH2:7].Br[CH2:11][CH2:12][CH2:13][OH:14]>ClCCl>[Cl:1][C:2]1[CH:3]=[CH:4][C:5]([CH3:9])=[C:6]([NH:7][CH2:11][CH2:12][CH2:13][OH:14])[CH:8]=1. Procedure: A mixture of 5-chloro-2-methylaniline (10.1 g) and 3-bromo-1-propanol (2.5 mL) were heated at 100° C. under nitrogen for 45 minutes. After cooling, a solid mass formed which was partitioned between dichloromethane and 1N sodium hydroxide. The organic phase was washed with brine, dried over anhydrous potassium carbonate, and concentrated in vacuo to give a brown oil. The crude material was dissolved in dichloromethane and absorbed onto a column of Merck-60 flash silica gel. Elution with 20% ethyl... Starting materials: OC=1C=C(C(=O)OC)C=C(C1)OC1C(N(CC1)C)=O (Methyl 3-hydroxy-5-(1-methyl-2-oxopyrrolidin-3-yloxy)benzoate), OC=1C=C(C(=O)OC)C=C(C1)OC1C(N(CC1)C)=O (Methyl 3-hydroxy-5-(1-methyl-2-oxopyrrolidin-3-yloxy)benzoate), Cl.CN(CC(=O)O)C (N,N-dimethylglycine hydrochloride), IC1=CC=C(C=C1)C=1OC(=NN1)C (2-(4-iodophenyl)-5-methyl-1,3,4-oxadiazole), IC1=CC=C(C=C1)C=1OC(=NN1)C (2-(4-iodophenyl)-5-methyl-1,3,4-oxadiazole). Reagents/catalysts: [Cu](I)I (copper (II) iodide). Solvent: O1CCOCC1 (1,4-dioxane). The product is CC1=NN=C(O1)C1=CC=C(OC=2C=C(C(=O)OC)C=C(C2)OC2C(N(CC2)C)=O)C=C1 (Methyl 3-(4-(5-methyl-1,3,4-oxadiazol-2-yl)phenoxy)-5-(1-methyl-2-oxo-pyrrolidin-3-yloxy)benzoate). Isolated yield 30.7%. As a reaction SMILES: [OH:1][C:2]1[CH:3]=[C:4]([CH:9]=[C:10]([O:12][CH:13]2[CH2:17][CH2:16][N:15]([CH3:18])[C:14]2=[O:19])[CH:11]=1)[C:5]([O:7][CH3:8])=[O:6].Cl.CN(C)CC(O)=O.I[C:29]1[CH:34]=[CH:33][C:32]([C:35]2[O:36][C:37]([CH3:40])=[N:38][N:39]=2)=[CH:31][CH:30]=1>O1CCOCC1.[Cu](I)I>[CH3:40][C:37]1[O:36][C:35]([C:32]2[CH:31]=[CH:30][C:29]([O:1][C:2]3[CH:3]=[C:4]([CH:9]=[C:10]([O:12][CH:13]4[CH2:17][CH2:16][N:15]([CH3:18])[C:14]4=[O:19])[CH:11]=3)[C:5]([O:7][CH3:8])=[O:6])=[CH:34][CH:33]=2)=[N:39][N:38]=1 |f:1.2|. Procedure: To a stirred mixture of Methyl 3-hydroxy-5-(1-methyl-2-oxopyrrolidin-3-yloxy)benzoate (15 g) (Intermediate 3), N,N-dimethylglycine hydrochloride (2.3 g), copper (II) iodide (1 g) in dry 1,4-dioxane was added 2-(4-iodophenyl)-5-methyl-1,3,4-oxadiazole (15.4 g) (Intermediate 4) under nitrogen. The reaction mixture was refluxed for 24 h. The reaction mixture was cooled, quenched with water and extracted with DCM. Combined organic washings were washed with water, brine, dried over Na2SO4, filtered a... Reactants: CCO, Cc1cc(C(C)(C)C)cc(C)c1[N+](=O)[O-]. Yields the product Cc1cc(C(C)(C)C)cc(C)c1N. As a reaction SMILES: [CH3:16][CH2:17][OH:18].[N+:1]([O-:2])(=[O:3])[c:4]1[c:5]([CH3:15])[cH:6][c:7]([C:11]([CH3:12])([CH3:13])[CH3:14])[cH:8][c:9]1[CH3:10]>>[NH2:1][c:4]1[c:5]([CH3:15])[cH:6][c:7]([C:11]([CH3:12])([CH3:13])[CH3:14])[cH:8][c:9]1[CH3:10]. The reactants are CCCCCCOC(=O)CC(=O)OCCCCCC, C=O, C=C=O, CCCCCCON=O. Yields the product CCCCCCOC(=O)C(=O)OCCCCCC. As a reaction SMILES: [C:15]([CH2:16][C:17](=[O:18])[O:19][CH2:20][CH2:21][CH2:22][CH2:23][CH2:24][CH3:25])([O:26][CH2:27][CH2:28][CH2:29][CH2:30][CH2:31][CH3:32])=[O:33].[C:1]=[O:2].[CH2:3]=[C:4]=[O:5].[N:6](=[O:7])[O:8][CH2:9][CH2:10][CH2:11][CH2:12][CH2:13][CH3:14]>>[O:5]=[C:16]([O:8][CH2:9][CH2:10][CH2:11][CH2:12][CH2:13][CH3:14])[C:17](=[O:18])[O:19][CH2:20][CH2:21][CH2:22][CH2:23][CH2:24][CH3:25]. Starting materials: C([O-])(O)=O.[Na+] (sodium bicarbonate), CN1N=NN=C1SCC=1CS[C@H]2N(C1C(=O)O)C(C2NC(C(C=2N=C(SC2)NS(=O)(=O)C)OC2OCCCC2)=O)=O (3-(1-methyl-1H-tetrazol-5-yl)thiomethyl-7-[2-(2-tetrahydropyranyl)oxy-2-(2-mesylamino-1,3-thiazol-4-yl)acetamido]-3-cephem-4-carboxylic acid), Cl (hydrochloric acid), CN1N=NN=C1SCC=1CS[C@H]2N(C1C(=O)O)C(C2NC(C(C=2NC(SC2)=NS(=O)(=O)C)OC2OCCCC2)=O)=O (3-(1-methyl-1H-tetrazol-5-yl)thiomethyl-7-[2-(2-tetrahydropyranyl)oxy-2-(2-mesylimino-2,3-dihydro-1,3-thiazol-4-yl)acetamido]-3-cephem-4-carboxylic acid), C(C)O (ethanol). Solvent: O (water), O (water). Conditions: time 2.5 hour. Yields the product CN1N=NN=C1SCC=1CS[C@H]2N(C1C(=O)O)C(C2NC(C(C=2N=C(SC2)NS(=O)(=O)C)O)=O)=O (3-(1-methyl-1H-tetrazol-5-yl)thiomethyl-7-[2-hydroxy-2-(2-mesylamino-1,3-thiazol-4-yl)acetamido]-3-cephem-4-carboxylic acid). As a reaction SMILES: [CH3:1][N:2]1[C:6]([S:7][CH2:8][C:9]2[CH2:10][S:11][C@@H:12]3[CH:19]([NH:20][C:21](=[O:40])[CH:22]([O:33]C4CCCCO4)[C:23]4[N:24]=[C:25]([NH:28][S:29]([CH3:32])(=[O:31])=[O:30])[S:26][CH:27]=4)[C:18](=[O:41])[N:13]3[C:14]=2[C:15]([OH:17])=[O:16])=[N:5][N:4]=[N:3]1.C(O)C.Cl.C(=O)(O)[O-].[Na+]>O>[CH3:1][N:2]1[C:6]([S:7][CH2:8][C:9]2[CH2:10][S:11][C@@H:12]3[CH:19]([NH:20][C:21](=[O:40])[CH:22]([OH:33])[C:23]4[N:24]=[C:25]([NH:28][S:29]([CH3:32])(=[O:31])=[O:30])[S:26][CH:27]=4)[C:18](=[O:41])[N:13]3[C:14]=2[C:15]([OH:17])=[O:16])=[N:5][N:4]=[N:3]1 |f:3.4|. Procedure: A mixture of 3-(1-methyl-1H-tetrazol-5-yl)thiomethyl-7-[2-(2-tetrahydropyranyl)oxy-2-(2-mesylamino-1,3-thiazol-4-yl)acetamido]-3-cephem-4-carboxylic acid, which can be represented as 3-(1-methyl-1H-tetrazol-5-yl)thiomethyl-7-[2-(2-tetrahydropyranyl)oxy-2-(2-mesylimino-2,3-dihydro-1,3-thiazol-4-yl)acetamido]-3-cephem-4-carboxylic acid, (0.85 g.), ethanol (15 ml.), water (5 ml.) and 2 N hydrochloric acid (5 ml.) was stirred for 2.5 hours at room temperature. After the reaction, the reaction mixtur... Starting materials: Brc1cccnc1, COCCOC, OB(O)c1ccc(OC(F)(F)F)cc1, [Na+], [Na+], O=C([O-])[O-], O. Yields the product FC(F)(F)Oc1ccc(-c2cccnc2)cc1. As a reaction SMILES: [Br:15][c:16]1[cH:17][n:18][cH:19][cH:20][cH:21]1.[CH3:29][O:30][CH2:31][CH2:32][O:33][CH3:34].[F:1][C:2]([O:3][c:4]1[cH:5][cH:6][c:7]([B:10]([OH:11])[OH:12])[cH:8][cH:9]1)([F:13])[F:14].[Na+:22].[Na+:23].[O-:24][C:25](=[O:26])[O-:27].[OH2:28]>>[F:1][C:2]([O:3][c:4]1[cH:5][cH:6][c:7](-[c:16]2[cH:17][n:18][cH:19][cH:20][cH:21]2)[cH:8][cH:9]1)([F:13])[F:14]. The reactants are COC1=C(N)C=C(C=C1)OC (2,5-Dimethoxyaniline), C(C)OC=C(C(=O)OCC)C(=O)OCC (diethyl ethoxymethylenemalonate). The solvent is C1(=CC=CC=C1)OC1=CC=CC=C1 (diphenyl ether). Product: COC1=C2C(C(=CNC2=C(C=C1)OC)C(=O)OCC)=O (ethyl 1,4-dihydro-5,8-dimethoxy-4-oxo-3-quinolinecarboxylate). As a reaction SMILES: [CH3:1][O:2][C:3]1[CH:9]=[CH:8][C:7]([O:10][CH3:11])=[CH:6][C:4]=1[NH2:5].C([O:14][CH:15]=[C:16]([C:22](OCC)=O)[C:17]([O:19][CH2:20][CH3:21])=[O:18])C>C1(OC2C=CC=CC=2)C=CC=CC=1>[CH3:11][O:10][C:7]1[CH:8]=[CH:9][C:3]([O:2][CH3:1])=[C:4]2[C:6]=1[C:15](=[O:14])[C:16]([C:17]([O:19][CH2:20][CH3:21])=[O:18])=[CH:22][NH:5]2. Procedure details: Ethyl 5,8-dimethoxy-3-quinolinecarboxylate was formed as described in the literature (E. H. Erickson, C. F. Hainline, L. S. Lenon, et al. J. Med. Chem. 1979, 22, 816). 2,5-Dimethoxyaniline and diethyl ethoxymethylenemalonate condense and then cyclise at high temperature (250° ) in diphenyl ether to form ethyl 1,4-dihydro-5,8-dimethoxy-4-oxo-3-quinolinecarboxylate which is chlorinated at the 4-position with phosphorus oxychloride to give ethyl 4-chloro-5,8-dimethoxy-3-quinolinecarboxylate. The de... Starting materials: CCOC(C)=O, O=c1[nH]c2ccc([N+](=O)[O-])cc2s1. The product is Nc1ccc2[nH]c(=O)sc2c1. RXN SMILES: [CH3:14][CH2:15][O:16][C:17]([CH3:18])=[O:19].[N+:1]([O-:2])(=[O:3])[c:4]1[cH:5][c:6]2[c:7]([nH:8][c:9](=[O:11])[s:10]2)[cH:12][cH:13]1>>[NH2:1][c:4]1[cH:5][c:6]2[c:7]([nH:8][c:9](=[O:11])[s:10]2)[cH:12][cH:13]1.